From a dataset of the Open Reaction Database (ORD), a public repository of structured organic reaction records. describe an organic reaction: reactants, conditions, products, and yield Starting materials: C(C=C)OC1=CN(C2=CC(=CC=C2C1=O)C#N)C (3-allyloxy-7-cyano-1-methyl-4-quinolone), Cl (Hydrochloric acid). Reagents/catalysts: C1=CC=C(C=C1)P(C2=CC=CC=C2)C3=CC=CC=C3.C1=CC=C(C=C1)P(C2=CC=CC=C2)C3=CC=CC=C3.C1=CC=C(C=C1)P(C2=CC=CC=C2)C3=CC=CC=C3.[Cl-].[Rh] (tris(triphenylphosphine)rhodium chloride). Solvent: C(C)O (ethanol). The product is C(#N)C1=CC=C2C(C(=CN(C2=C1)C)O)=O (7-cyano-3-hydroxy-1-methyl-4-quinolone). RXN SMILES: C([O:4][C:5]1[C:14](=[O:15])[C:13]2[C:8](=[CH:9][C:10]([C:16]#[N:17])=[CH:11][CH:12]=2)[N:7]([CH3:18])[CH:6]=1)C=C.Cl>C1C=CC(P(C2C=CC=CC=2)C2C=CC=CC=2)=CC=1.C1C=CC(P(C2C=CC=CC=2)C2C=CC=CC=2)=CC=1.C1C=CC(P(C2C=CC=CC=2)C2C=CC=CC=2)=CC=1.[Cl-].[Rh].C(O)C>[C:16]([C:10]1[CH:9]=[C:8]2[C:13]([C:14](=[O:15])[C:5]([OH:4])=[CH:6][N:7]2[CH3:18])=[CH:12][CH:11]=1)#[N:17] |f:2.3.4.5.6|. Procedure: A mixture of the crude 3-allyloxy-7-cyano-1-methyl-4-quinolone (1.2 g), tris(triphenylphosphine)rhodium chloride (0.1 g) and ethanol (200 ml) was heated under reflux for 2 days. Hydrochloric acid (1M, 10 ml) was added, the mixture heated under reflux for 2 hours and then the solvent was evaporated under reduced pressure at 50°. The residue was extracted with aqueous sodium hydroxide (1M, 50 ml) and the extract neutralised with hydrochloric acid (12M, 4 ml). The resultant solid was collected by f... Reactants: ClCCl, CCOCC, O=[Cr](=O)([O-])Cl, COC(=O)CCCCCCCCCCCCCCCO, c1cc[nH+]cc1. The product is COC(=O)CCCCCCCCCCCCCCC=O. As a reaction SMILES: [CH2:37]([Cl:38])[Cl:39].[CH3:32][CH2:33][O:34][CH2:35][CH3:36].[O:1]=[Cr:2]([Cl:3])([O-:4])=[O:5].[OH:12][CH2:13][CH2:14][CH2:15][CH2:16][CH2:17][CH2:18][CH2:19][CH2:20][CH2:21][CH2:22][CH2:23][CH2:24][CH2:25][CH2:26][CH2:27][C:28](=[O:29])[O:30][CH3:31].[nH+:6]1[cH:7][cH:8][cH:9][cH:10][cH:11]1>>[O:12]=[CH:13][CH2:14][CH2:15][CH2:16][CH2:17][CH2:18][CH2:19][CH2:20][CH2:21][CH2:22][CH2:23][CH2:24][CH2:25][CH2:26][CH2:27][C:28](=[O:29])[O:30][CH3:31]. Product: Cc1nn(C)c(C(=O)Nc2cccc(C(=O)c3ccc4c(c3)NC(=O)C4=CO)c2)c1Cl. RXN SMILES: [CH3:36][CH2:37][O-:38].[CH3:40][CH2:41][OH:42].[CH:30](=[O:31])[O:32][CH2:33][CH3:34].[ClH:39].[Na+:35].[O:1]=[C:2]1[NH:3][c:4]2[cH:5][c:6]([C:11](=[O:12])[c:13]3[cH:14][c:15]([NH:19][C:20](=[O:21])[c:22]4[n:23]([CH3:29])[n:24][c:25]([CH3:28])[c:26]4[Cl:27])[cH:16][cH:17][cH:18]3)[cH:7][cH:8][c:9]2[CH2:10]1>>[O:1]=[C:2]1[NH:3][c:4]2[cH:5][c:6]([C:11](=[O:12])[c:13]3[cH:14][c:15]([NH:19][C:20](=[O:21])[c:22]4[n:23]([CH3:29])[n:24][c:25]([CH3:28])[c:26]4[Cl:27])[cH:16][cH:17][cH:18]3)[cH:7][cH:8][c:9]2[C:10]1=[CH:30][OH:31]. The reactants are CC[O-], CCO, CCOC=O, Cl, [Na+], Cc1nn(C)c(C(=O)Nc2cccc(C(=O)c3ccc4c(c3)NC(=O)C4)c2)c1Cl. Starting materials: CCCCCCN=C=O (effective_coupling_partner), CC(C)(C)C(=O)Oc2ccc1ccccc1c2 (substrate). The reagents and catalysts are dppf. Reaction conditions: temperature 80 celsius, time 24 hour. Product: CCCCCCNC(=O)c2ccc1ccccc1c2. Reactants: FC=1C=C2C=CC(=NC2=CC1F)COC=1C=CC2=C(C(C=3C(=NC=CC3)CO2)=O)C1 (7-[(6,7-difluoroquinolin-2-yl)methoxy)[1]benzoxepino[3,4-b]pyridin-5(11H)-one), [BH4-].[Na+] (sodium borohydride). The solvent is C1CCOC1 (THF), CO (methanol). Yields the product FC=1C=C2C=CC(=NC2=CC1F)COC=1C=CC2=C(C(C=3C(=NC=CC3)CO2)O)C1 (7-[(6,7-difluoroquinolin-2-yl)methoxy)-5,11-dihydro[1]benzoxepino[3,4-b]pyridin-5-ol). RXN SMILES: [F:1][C:2]1[CH:3]=[C:4]2[C:9](=[CH:10][C:11]=1[F:12])[N:8]=[C:7]([CH2:13][O:14][C:15]1[CH:16]=[CH:17][C:18]3[O:28][CH2:27][C:22]4=[N:23][CH:24]=[CH:25][CH:26]=[C:21]4[C:20](=[O:29])[C:19]=3[CH:30]=1)[CH:6]=[CH:5]2.[BH4-].[Na+]>C1COCC1.CO>[F:1][C:2]1[CH:3]=[C:4]2[C:9](=[CH:10][C:11]=1[F:12])[N:8]=[C:7]([CH2:13][O:14][C:15]1[CH:16]=[CH:17][C:18]3[O:28][CH2:27][C:22]4=[N:23][CH:24]=[CH:25][CH:26]=[C:21]4[CH:20]([OH:29])[C:19]=3[CH:30]=1)[CH:6]=[CH:5]2 |f:1.2|. Procedure details: A suspension of 5.4 g (13.35 mmol) of the product of step 5 in 90 ml of THF and 30 ml of methanol is stirred with external ice bath cooling. There are added, 0.55 g (14.4 mmol) of sodium borohydride in little portions. Once the addition is finished the reaction is stirred for 1 hour, evaporated and 100 ml of water are added. The system is stirred for 30′ and the solid is filtered and thoroughly washed with water. Once dried, the solid weights 5.3 g (97 The reactants are CCOCCl, [H-], [Na+], CN(C)C=O, O, Oc1ccc2occc2c1. Product: CCOCOc1ccc2occc2c1. As a reaction SMILES: [CH2:13]([CH3:14])[O:15][CH2:16][Cl:17].[H-:12].[Na+:11].[O:19]=[CH:20][N:21]([CH3:22])[CH3:23].[OH2:18].[o:1]1[cH:2][cH:3][c:4]2[c:5]1[cH:6][cH:7][c:8]([OH:10])[cH:9]2>>[o:1]1[cH:2][cH:3][c:4]2[c:5]1[cH:6][cH:7][c:8]([O:10][CH2:16][O:15][CH2:13][CH3:14])[cH:9]2.